Dataset: the Open Reaction Database (ORD), a public repository of structured organic reaction records. Task: describe an organic reaction: reactants, conditions, products, and yield The reactants are O=C1C(=CN=C2N1C=C(C(=C2)OCC2=CC=CC=C2)OCC2=CC=CC=C2)C(=O)NN2C(N(CC2)S(=O)(=O)NC(=O)N2C(C(C2)NC(OCC2=CC=CC=C2)=O)=O)=O ([1-[[[[3-[[[4-oxo-7,8-bis(phenylmethoxy)-4H-pyrido[1,2-a]pyrimidin-3-yl]carbonyl]amino]-2-oxo-1-imidazolidinyl]sulfonyl]amino]carbonyl]-2-oxo-3-azetidinyl]carbamic acid, phenylmethyl ester), CN(C(C(F)(F)F)=O)[Si](C)(C)C (N-methyl-N-trimethylsilyl trifluoroacetamide), NC=1SC=C(N1)/C(/C(=O)O)=N/OC(C(=O)OC(C1=CC=CC=C1)C1=CC=CC=C1)(C)C ((Z)-2-amino-α-[[2-(diphenylmethoxy)-1,1-dimethyl-2-oxoethoxy]imino]-4-thiazoleacetic acid), 1-benzotriazole ester. Reagents/catalysts: [Pd] (palladium on carbon). The solvent is CN(C=O)C (N,N-dimethylformamide). Run at time 1 hour. The product is NC=1SC=C(N1)C(C(=O)NC1C(N(C1)C(=O)NS(=O)(=O)N1C(N(CC1)NC(=O)C1=CN=C2N(C1=O)C=C(C(=C2)O)O)=O)=O)=NOC(C(=O)OC(C2=CC=CC=C2)C2=CC=CC=C2)(C)C (2-[[[1-(2-Amino-4-thiazolyl)-2-[[1-[[[[3-[[(7,8-dihydroxy-4-oxo-4H-pyrido[1,2-a]pyrimidin-3-yl)carbonyl]amino]-2-oxo-1-imidazolidinyl]-sulfonyl]amino]carbonyl]-2-oxo-3-azetidinyl]amino]-2-oxoethylidene]-amino]oxy]-2-methylpropanoic acid, diphenylmethyl ester). RXN SMILES: [O:1]=[C:2]1[N:7]2[CH:8]=[C:9]([O:20]CC3C=CC=CC=3)[C:10]([O:12]CC3C=CC=CC=3)=[CH:11][C:6]2=[N:5][CH:4]=[C:3]1[C:28]([NH:30][N:31]1[CH2:35][CH2:34][N:33]([S:36]([NH:39][C:40]([N:42]2[CH2:45][CH:44]([NH:46]C(=O)OCC3C=CC=CC=3)[C:43]2=[O:57])=[O:41])(=[O:38])=[O:37])[C:32]1=[O:58])=[O:29].CN([Si](C)(C)C)C(=O)C(F)(F)F.[NH2:71][C:72]1[S:73][CH:74]=[C:75](/[C:77](=[N:81]/[O:82][C:83]([CH3:101])([CH3:100])[C:84]([O:86][CH:87]([C:94]2[CH:99]=[CH:98][CH:97]=[CH:96][CH:95]=2)[C:88]2[CH:93]=[CH:92][CH:91]=[CH:90][CH:89]=2)=[O:85])/[C:78]([OH:80])=O)[N:76]=1>CN(C)C=O.[Pd]>[NH2:71][C:72]1[S:73][CH:74]=[C:75]([C:77](=[N:81][O:82][C:83]([CH3:101])([CH3:100])[C:84]([O:86][CH:87]([C:88]2[CH:93]=[CH:92][CH:91]=[CH:90][CH:89]=2)[C:94]2[CH:99]=[CH:98][CH:97]=[CH:96][CH:95]=2)=[O:85])[C:78]([NH:46][CH:44]2[CH2:45][N:42]([C:40]([NH:39][S:36]([N:33]3[CH2:34][CH2:35][N:31]([NH:30][C:28]([C:3]4[C:2](=[O:1])[N:7]5[CH:8]=[C:9]([OH:20])[C:10]([OH:12])=[CH:11][C:6]5=[N:5][CH:4]=4)=[O:29])[C:32]3=[O:58])(=[O:37])=[O:38])=[O:41])[C:43]2=[O:57])=[O:80])[N:76]=1. Reported procedure: To a solution of [1-[[[[3-[[[4-oxo-7,8-bis(phenylmethoxy)-4H-pyrido[1,2-a]pyrimidin-3-yl]carbonyl]amino]-2-oxo-1-imidazolidinyl]sulfonyl]amino]carbonyl]-2-oxo-3-azetidinyl]carbamic acid, phenylmethyl ester (1.35 g, 1.66 mmol) in 65 ml of N,N-dimethylformamide, N-methyl-N-trimethylsilyl trifluoroacetamide (1.66 g, 8.33 mmol) was added. After 20 minutes 0.45 g of palladium on carbon was added, and the mixture was hydrogenolyzed for 1 hour. The catalyst was removed by filtration, and to the filtrat...